This data is from the Open Reaction Database (ORD), a public repository of structured organic reaction records. The task is: describe an organic reaction: reactants, conditions, products, and yield The product is ClC1=CC=C(C=2N3C(=NC21)N(CCC3)C3=C(C=C(C=C3)Cl)Cl)C(CC(=O)N)CC (3-[9-Chloro-1-(2,4-dichlorophenyl)-1,2,3,4-tetrahydropyrimido[1,2-a]benzimidazol-6-yl]pentanamide). Conditions: time 1.5 hour. Isolated yield 37.0%. Reported procedure: A solution of ethyl 3-[9-chloro-1-(2,4-dichlorophenyl)-1,2,3,4-tetrahydropyrimido[1,2-a]benzimidazol-6-yl]pentanoate (173 mg, 0.360 mmol) and aqueous sodium hydroxide (8 M, 0.09 mL) in tetrahydrofuran (1.8 mL) was stirred for 24 h at reflux. The reaction mixture was concentrated in vacuo. To the residue was added tetrahydrofuran (3.0 mL) and ethyl chloroformate (74.3 μL, 0.780 mmol) at 0° C. After being stirred for 1.5 h at room temperature, the reaction mixture was cooled down to 0° C. And then... Solvent: O1CCCC1 (tetrahydrofuran), O1CCCC1 (tetrahydrofuran), C(C)(=O)OCC (ethyl acetate). RXN SMILES: [Cl:1][C:2]1[C:10]2[N:9]=[C:8]3[N:11]([C:15]4[CH:20]=[CH:19][C:18]([Cl:21])=[CH:17][C:16]=4[Cl:22])[CH2:12][CH2:13][CH2:14][N:7]3[C:6]=2[C:5]([CH:23]([CH2:30][CH3:31])[CH2:24][C:25](OCC)=[O:26])=[CH:4][CH:3]=1.[OH-].[Na+].ClC(OCC)=O.[NH3:40]>O1CCCC1.C(OCC)(=O)C>[Cl:1][C:2]1[C:10]2[N:9]=[C:8]3[N:11]([C:15]4[CH:20]=[CH:19][C:18]([Cl:21])=[CH:17][C:16]=4[Cl:22])[CH2:12][CH2:13][CH2:14][N:7]3[C:6]=2[C:5]([CH:23]([CH2:30][CH3:31])[CH2:24][C:25]([NH2:40])=[O:26])=[CH:4][CH:3]=1 |f:1.2|. Starting materials: N (ammonia), ClC(=O)OCC (ethyl chloroformate), ClC1=CC=C(C=2N3C(=NC21)N(CCC3)C3=C(C=C(C=C3)Cl)Cl)C(CC(=O)OCC)CC (ethyl 3-[9-chloro-1-(2,4-dichlorophenyl)-1,2,3,4-tetrahydropyrimido[1,2-a]benzimidazol-6-yl]pentanoate), [OH-].[Na+] (sodium hydroxide). Starting materials: Cc1ccccc1, CC(=O)c1cccc(-c2ccncc2)c1F, O, OCCO, Cc1ccc(S(=O)(=O)O)cc1. The product is CC1(c2cccc(-c3ccncc3)c2F)OCCO1. Reaction SMILES: [CH3:33][c:34]1[cH:35][cH:36][cH:37][cH:38][cH:39]1.[F:1][c:2]1[c:3]([C:14]([CH3:15])=[O:16])[cH:4][cH:5][cH:6][c:7]1-[c:8]1[cH:9][cH:10][n:11][cH:12][cH:13]1.[OH2:21].[OH:17][CH2:18][CH2:19][OH:20].[c:22]1([CH3:23])[cH:24][cH:25][c:26]([S:27]([OH:28])(=[O:29])=[O:30])[cH:31][cH:32]1>>[F:1][c:2]1[c:3]([C:14]2([CH3:15])[O:16][CH2:19][CH2:18][O:17]2)[cH:4][cH:5][cH:6][c:7]1-[c:8]1[cH:9][cH:10][n:11][cH:12][cH:13]1.